describe an organic reaction: reactants, conditions, products, and yield From a dataset of the Open Reaction Database (ORD), a public repository of structured organic reaction records. The reactants are [Al+3], [CH3], CN1CCN2c3ccccc3Cn3c(c(C(=O)[O-])c4ccccc43)C2C1, [H-], [H-], [H-], [H-], [Li+], C1CCOC1. Yields the product CN1CCN2c3ccccc3Cn3c(c(CO)c4ccccc43)C2C1. As a reaction SMILES: [Al+3:29].[CH3:1].[CH3:2][N:3]1[CH2:4][CH:5]2[N:6]([c:7]3[c:8]([cH:22][cH:23][cH:24][cH:25]3)[CH2:9][n:10]3[c:11]2[c:12]([C:19](=[O:20])[O-:21])[c:13]2[cH:14][cH:15][cH:16][cH:17][c:18]32)[CH2:26][CH2:27]1.[H-:28].[H-:31].[H-:32].[H-:33].[Li+:30].[O:34]1[CH2:35][CH2:36][CH2:37][CH2:38]1>>[CH3:2][N:3]1[CH2:4][CH:5]2[N:6]([c:7]3[c:8]([cH:22][cH:23][cH:24][cH:25]3)[CH2:9][n:10]3[c:11]2[c:12]([CH2:19][OH:20])[c:13]2[cH:14][cH:15][cH:16][cH:17][c:18]32)[CH2:26][CH2:27]1. Starting materials: NC=1N(C=C(N1)C1=C(C=CC=C1)OC)N=CC1=CC=CC=C1 (2-amino-1-benzylideneamino-4-(2-methoxyphenyl)-imidazole), O.NN (hydrazine hydrate), O (water). The solvent is C(COCCO)O (diethylene glycol). The product is NN1C(=NC(=C1)C1=C(C=CC=C1)OC)N (1,2-Diamino-4-(2-methoxyphenyl)-imidazole). Reaction SMILES: [NH2:1][C:2]1[N:3]([N:15]=CC2C=CC=CC=2)[CH:4]=[C:5]([C:7]2[CH:12]=[CH:11][CH:10]=[CH:9][C:8]=2[O:13][CH3:14])[N:6]=1.O.NN.O>C(O)COCCO>[NH2:15][N:3]1[CH:4]=[C:5]([C:7]2[CH:12]=[CH:11][CH:10]=[CH:9][C:8]=2[O:13][CH3:14])[N:6]=[C:2]1[NH2:1] |f:1.2|. Reported procedure: A solution of 23.2 g of 2-amino-1-benzylideneamino-4-(2-methoxyphenyl)-imidazole and 15.8 ml of hydrazine hydrate in 80 ml of diethylene glycol is stirred at 170° C. for 7 hours. After cooling, 400 ml of water are added to the reaction mixture. The product that has separated out is filtered off with suction, washed with water and recrystallized from 200 ml of ethanol. In that manner there is obtained the title compound, m.p. 195°-196° C., 1H-NMR (DMSO): δ=7.9 (d, 1H); 7.06 (m, 2H); 6.91 (m, 2H);...